Dataset: the Open Reaction Database (ORD), a public repository of structured organic reaction records. Task: describe an organic reaction: reactants, conditions, products, and yield Reactants: [Al+3], [Al+3], [Cl-], [Cl-], [Cl-], CCOC(=O)N1Cc2c(n(-c3ccc(F)cc3)c3ccc(F)cc23)C1, [H-], [H-], [H-], [H-], [Li+], C1CCOC1. Product: CN1Cc2c(n(-c3ccc(F)cc3)c3ccc(F)cc23)C1. Reaction SMILES: [Al+3:2].[Al+3:8].[Cl-:10].[Cl-:7].[Cl-:9].[F:11][c:12]1[cH:13][c:14]2[c:15]3[c:16]([n:17](-[c:21]4[cH:22][cH:23][c:24]([F:27])[cH:25][cH:26]4)[c:18]2[cH:19][cH:20]1)[CH2:28][N:29]([C:31]([O:32][CH2:33][CH3:34])=[O:35])[CH2:30]3.[H-:1].[H-:4].[H-:5].[H-:6].[Li+:3].[O:36]1[CH2:37][CH2:38][CH2:39][CH2:40]1>>[F:11][c:12]1[cH:13][c:14]2[c:15]3[c:16]([n:17](-[c:21]4[cH:22][cH:23][c:24]([F:27])[cH:25][cH:26]4)[c:18]2[cH:19][cH:20]1)[CH2:28][N:29]([CH3:31])[CH2:30]3. The reactants are ClCCl, COC(CC(=O)O)OC, COc1ccc(OC(C)=O)cc1N, C(=NC1CCCCC1)=NC1CCCCC1. Product: COc1ccc(OC(C)=O)cc1NC(=O)CC(OC)OC. Reaction SMILES: [CH2:38]([Cl:39])[Cl:40].[CH3:14][O:15][CH:16]([CH2:17][C:18](=[O:19])[OH:20])[O:21][CH3:22].[CH3:1][O:2][c:3]1[c:4]([NH2:5])[cH:6][c:7]([O:10][C:11]([CH3:12])=[O:13])[cH:8][cH:9]1.[CH:23]1([N:24]=[C:25]=[N:26][CH:27]2[CH2:28][CH2:29][CH2:30][CH2:31][CH2:32]2)[CH2:33][CH2:34][CH2:35][CH2:36][CH2:37]1>>[CH3:1][O:2][c:3]1[c:4]([NH:5][C:18]([CH2:17][CH:16]([O:15][CH3:14])[O:21][CH3:22])=[O:19])[cH:6][c:7]([O:10][C:11]([CH3:12])=[O:13])[cH:8][cH:9]1. Starting materials: NC[C@H]1N(CCC[C@H]1C)C(=O)C1=C(C=CC(=C1)C)N1N=CC=N1 (((2S,3R)-2-(aminomethyl)-3-methylpiperidin-1-yl)(5-methyl-2-(2H-1,2,3-triazol-2-yl)phenyl)methanone), ClC=1SC(=NN1)C(F)(F)F (2-chloro-5-(trifluoromethyl)-1,3,4-thiadiazole), C(=O)([O-])[O-].[K+].[K+] (K2CO3). The solvent is CN(C)C=O (DMF). Run at temperature 80 celsius. The product is C[C@H]1[C@H](N(CCC1)C(=O)C1=C(C=CC(=C1)C)N1N=CC=N1)CNC=1SC(=NN1)C(F)(F)F (((2S,3R)-3-Methyl-2-(((5-(trifluoromethyl)-1,3,4-thiadiazol-2-yl)amino)methyl)piperidin-1-yl)(5-methyl-2-(2H-1,2,3-triazol-2-yl)phenyl)methanone). RXN SMILES: [NH2:1][CH2:2][C@@H:3]1[C@H:8]([CH3:9])[CH2:7][CH2:6][CH2:5][N:4]1[C:10]([C:12]1[CH:17]=[C:16]([CH3:18])[CH:15]=[CH:14][C:13]=1[N:19]1[N:23]=[CH:22][CH:21]=[N:20]1)=[O:11].Cl[C:25]1[S:26][C:27]([C:30]([F:33])([F:32])[F:31])=[N:28][N:29]=1.C([O-])([O-])=O.[K+].[K+]>CN(C=O)C>[CH3:9][C@@H:8]1[CH2:7][CH2:6][CH2:5][N:4]([C:10]([C:12]2[CH:17]=[C:16]([CH3:18])[CH:15]=[CH:14][C:13]=2[N:19]2[N:23]=[CH:22][CH:21]=[N:20]2)=[O:11])[C@@H:3]1[CH2:2][NH:1][C:25]1[S:26][C:27]([C:30]([F:33])([F:32])[F:31])=[N:28][N:29]=1 |f:2.3.4|. Procedure details: A mixture of ((2S,3R)-2-(aminomethyl)-3-methylpiperidin-1-yl)(5-methyl-2-(2H-1,2,3-triazol-2-yl)phenyl)methanone (0.032 g, 0.1 mmol), 2-chloro-5-(trifluoromethyl)-1,3,4-thiadiazole (0.019 g, 0.1 mmol) and K2CO3 (0.018 g, 0.13 mmol) in DMF was heated at 80° C. overnight. The mixture was purified via preparative-HPLC to obtain the title compound. ESI-MS (m/z): 466 [M+1]+. The reactants are CS(=O)(=O)C1(N(CC1=C(S(=O)(=O)C)C1=CC(=CC(=C1)F)F)[C@@H](C1=CC=C(C=C1)Cl)C1=CC=C(C=C1)CCl)C (methylsulfonyl methyl 1-{(R*)-[4-(chloromethyl)phenyl](4-chlorophenyl)methyl}-3-[(3,5-difluorophenyl)(methylsulfonyl)methylene]azetidine), N1CCSCC1 (thiomorpholine). Procedure: The operation is carried out as described in Example 87, starting with 0.05 g of methylsulfonyl methyl 1-{(R*)-[4-(chloromethyl)phenyl](4-chlorophenyl)methyl}-3-[(3,5-difluorophenyl)(methylsulfonyl)methylene]azetidine, form A isomer, 1.0 cm3 of dichloromethane and 0.025 g of thiomorpholine. The crude product is chromatographed on a silica gel column (particle size 0.06-0.200 mm, diameter 8 mm, height 8 cm), eluting with 80 cm3 of dichloromethane and then with a dichloromethane and methanol mixtu... Run in ClCCl (dichloromethane). As a reaction SMILES: CS([C:5]1(C)[C:8](=[C:9]([C:14]2[CH:19]=[C:18]([F:20])[CH:17]=[C:16]([F:21])[CH:15]=2)[S:10]([CH3:13])(=[O:12])=[O:11])[CH2:7][N:6]1[C@H:22]([C:30]1[CH:35]=[CH:34][C:33]([CH2:36]Cl)=[CH:32][CH:31]=1)[C:23]1[CH:28]=[CH:27][C:26]([Cl:29])=[CH:25][CH:24]=1)(=O)=O.[NH:39]1[CH2:44][CH2:43][S:42][CH2:41][CH2:40]1>ClCCl>[Cl:29][C:26]1[CH:27]=[CH:28][C:23]([C@@H:22]([C:30]2[CH:35]=[CH:34][C:33]([CH2:36][N:39]3[CH2:44][CH2:43][S:42][CH2:41][CH2:40]3)=[CH:32][CH:31]=2)[N:6]2[CH2:7][C:8](=[C:9]([C:14]3[CH:19]=[C:18]([F:20])[CH:17]=[C:16]([F:21])[CH:15]=3)[S:10]([CH3:13])(=[O:12])=[O:11])[CH2:5]2)=[CH:24][CH:25]=1. The yield is 79.4%. Yields the product ClC1=CC=C(C=C1)[C@H](N1CC(C1)=C(S(=O)(=O)C)C1=CC(=CC(=C1)F)F)C1=CC=C(C=C1)CN1CCSCC1 (1-{(R*)-(4-chlorophenyl)[4-(thiomorpholin-4-ylmethyl)phenyl]methyl}-3-[(3,5-difluorophenyl)(methylsulfonyl)methylene]azetidine). Starting materials: CC(=O)OC(C)(C)C, [Li]CCCC, CCOC(=O)CC(O)CC#N, CC(C)NC(C)C, C1CCOC1. The product is CC(C)(C)OC(=O)CC(=O)CC(O)CC#N. Reaction SMILES: [C:13]([CH3:14])(=[O:15])[O:16][C:17]([CH3:18])([CH3:19])[CH3:20].[CH2:1]([Li:2])[CH2:3][CH2:4][CH3:5].[CH2:21]([O:23][C:24](=[O:22])[CH2:25][CH:26]([CH2:27][C:28]#[N:29])[OH:30])[CH3:31].[CH:6]([NH:7][CH:8]([CH3:9])[CH3:10])([CH3:11])[CH3:12].[O:32]1[CH2:33][CH2:34][CH2:35][CH2:36]1>>[C:13]([CH2:14][C:24](=[O:23])[CH2:25][CH:26]([CH2:27][C:28]#[N:29])[OH:30])(=[O:15])[O:16][C:17]([CH3:18])([CH3:19])[CH3:20].